From a dataset of the Open Reaction Database (ORD), a public repository of structured organic reaction records. describe an organic reaction: reactants, conditions, products, and yield Reactants: CI, COc1ccc2c(C=O)c[nH]c2c1, Cl, CN(C)C=O, O. Yields the product COc1ccc2c(C=O)cn(C)c2c1. Reaction SMILES: [CH3:14][I:15].[CH3:1][O:2][c:3]1[cH:4][cH:5][c:6]2[c:7]([CH:12]=[O:13])[cH:8][nH:9][c:10]2[cH:11]1.[ClH:17].[O:18]=[CH:19][N:20]([CH3:21])[CH3:22].[OH2:16]>>[CH3:1][O:2][c:3]1[cH:4][cH:5][c:6]2[c:7]([CH:12]=[O:13])[cH:8][n:9]([CH3:14])[c:10]2[cH:11]1.